This data is from the Open Reaction Database (ORD), a public repository of structured organic reaction records. The task is: describe an organic reaction: reactants, conditions, products, and yield The reactants are C(#C)C=1C=NC=CC1 (3-Ethynyl pyridine), BrC1=C2/C(/C(NC2=CC=C1[N+](=O)[O-])=O)=C/C=1NC=CC1OC ((Z)-4-bromo-1,3-dihydro-3-[(3-methoxy-1H-pyrrol-2-yl)methylene]-5-nitro-2H-indol-2-one), BrC1=C2/C(/C(NC2=CC=C1[N+](=O)[O-])=O)=C/C=1NC=CC1OC ((Z)-4-bromo-1,3-dihydro-3-[(3-methoxy-1H-pyrrol-2-yl)methylene]-5-nitro-2H-indol-2-one). The reagents and catalysts are [Cu]I (CuI), C=1C=CC(=CC1)[P](C=2C=CC=CC2)(C=3C=CC=CC3)[Pd]([P](C=4C=CC=CC4)(C=5C=CC=CC5)C=6C=CC=CC6)([P](C=7C=CC=CC7)(C=8C=CC=CC8)C=9C=CC=CC9)[P](C=1C=CC=CC1)(C=1C=CC=CC1)C=1C=CC=CC1 ((Ph3P)4Pd). Solvent: CCN(CC)CC (Et3N), CN(C)C=O (DMF). Product: COC1=C(NC=C1)\C=C\1/C(NC2=CC=C(C(=C12)C#CC=1C=NC=CC1)[N+](=O)[O-])=O ((Z)-1,3-dihydro-3-[(3-methoxy-1H-pyrrol-2-yl)methylene]-5-nitro-4-[(3-pyridinyl)ethynyl]-2H-indol-2-one). Reaction SMILES: [C:1]([C:3]1[CH:4]=[N:5][CH:6]=[CH:7][CH:8]=1)#[CH:2].Br[C:10]1[C:18]([N+:19]([O-:21])=[O:20])=[CH:17][CH:16]=[C:15]2[C:11]=1/[C:12](=[CH:23]/[C:24]1[NH:25][CH:26]=[CH:27][C:28]=1[O:29][CH3:30])/[C:13](=[O:22])[NH:14]2>C1C=CC([P]([Pd]([P](C2C=CC=CC=2)(C2C=CC=CC=2)C2C=CC=CC=2)([P](C2C=CC=CC=2)(C2C=CC=CC=2)C2C=CC=CC=2)[P](C2C=CC=CC=2)(C2C=CC=CC=2)C2C=CC=CC=2)(C2C=CC=CC=2)C2C=CC=CC=2)=CC=1.[Cu]I.CN(C=O)C.CCN(CC)CC>[CH3:30][O:29][C:28]1[CH:27]=[CH:26][NH:25][C:24]=1/[CH:23]=[C:12]1\[C:13](=[O:22])[NH:14][C:15]2[C:11]\1=[C:10]([C:2]#[C:1][C:3]1[CH:4]=[N:5][CH:6]=[CH:7][CH:8]=1)[C:18]([N+:19]([O-:21])=[O:20])=[CH:17][CH:16]=2 |^1:34,36,55,74|. Reported procedure: Using Method D above, 3-ethynyl pyridine (0.14 g, 1.38 mmol) (see Example 64) was coupled with (Z)-4-bromo-1,3-dihydro-3-[(3-methoxy-1H-pyrrol-2-yl)methylene]-5-nitro-2H-indol-2-one (0.2 g, 0.55 mmol) (Starting Material 3) using (Ph3P)4Pd (31.8 mg) (Aldrich) and CuI (5.3 mg) (Aldrich) as catalyst in DMF (6 mL) and Et3N (6 mL) as solvent and at 85° C. for 18 h, yielding (Z)-1,3-dihydro-3-[(3-methoxy-1H-pyrrol-2-yl)methylene]-5-nitro-4-[(3-pyridinyl)ethynyl]-2H-indol-2-one. (Yield 0.16 g, 71%). The reactants are COC([C@@H](C(C)C)N1C(C2=CC(=CC=C2C1)C1=CC=C(C=C1)NC(=O)NC1=CC(=CC=C1)C(F)(F)F)=O)=O ((R)-Methyl-3-methyl-2-(1-oxo-6-(4-(3-(3-(trifluoromethyl)phenyl)ureido)phenyl)isoindolin-2-yl)butanoate), Cl (HCl), CO (MeOH), [Li+].[OH-] (LiOH). Run in C1CCOC1 (THF), O (water). Run at time 2.5 hour. Product: CC([C@H](C(=O)O)N1C(C2=CC(=CC=C2C1)C1=CC=C(C=C1)NC(=O)NC1=CC(=CC=C1)C(F)(F)F)=O)C ((R)-3-Methyl-2-(1-oxo-6-(4-(3-(3-(trifluoromethyl)phenyl)ureido)phenyl)iso indolin-2-yl)butanoic acid). Reaction SMILES: C[O:2][C:3](=[O:38])[C@H:4]([N:8]1[CH2:16][C:15]2[C:10](=[CH:11][C:12]([C:17]3[CH:22]=[CH:21][C:20]([NH:23][C:24]([NH:26][C:27]4[CH:32]=[CH:31][CH:30]=[C:29]([C:33]([F:36])([F:35])[F:34])[CH:28]=4)=[O:25])=[CH:19][CH:18]=3)=[CH:13][CH:14]=2)[C:9]1=[O:37])[CH:5]([CH3:7])[CH3:6].CO.[Li+].[OH-].Cl>C1COCC1.O>[CH3:6][CH:5]([CH3:7])[C@@H:4]([N:8]1[CH2:16][C:15]2[C:10](=[CH:11][C:12]([C:17]3[CH:22]=[CH:21][C:20]([NH:23][C:24]([NH:26][C:27]4[CH:32]=[CH:31][CH:30]=[C:29]([C:33]([F:36])([F:34])[F:35])[CH:28]=4)=[O:25])=[CH:19][CH:18]=3)=[CH:13][CH:14]=2)[C:9]1=[O:37])[C:3]([OH:38])=[O:2] |f:2.3|. Procedure details: The compound of example 330 (150 mg, 0.293 mmol) was taken in THF (4 mL) and MeOH (1 mL) and to this reaction mixture, 1 N LiOH (61.58 mg, 1.46 mmol) was added and stirred at room temperature for 2-3 h. After completion of the reaction, the solvent was evaporated and the residue obtained was dissolved in water and acidified with 1 N HCl to obtain the title compound, which was filtered and dried.